This data is from the Open Reaction Database (ORD), a public repository of structured organic reaction records. The task is: describe an organic reaction: reactants, conditions, products, and yield The reactants are [Ba] (barium), metal, CCCCCCCCCC=1C=CC(=CC1)O (Nonylphenol), C1(=CC=CC=C1)C (toluene), [O-2].[Ba+2] (barium oxide). Solvent: C(CCCCCCC)O (octanol), O (water). The product is C(CCCCCCCC)C1=C(C=CC=C1)[O-].[Ba+2].C(CCCCCCCC)C1=C(C=CC=C1)[O-] (barium nonylphenolate). As a reaction SMILES: [CH3:1][CH2:2][CH2:3][CH2:4][CH2:5][CH2:6][CH2:7][CH2:8][CH2:9][C:10]1[CH:11]=[CH:12][C:13](O)=[CH:14][CH:15]=1.C1(C)C=CC=CC=1.[O-2:24].[Ba+2:25].[Ba]>O.C(O)CCCCCCC>[CH2:9]([C:10]1[CH:11]=[CH:12][CH:13]=[CH:14][C:15]=1[O-:24])[CH2:8][CH2:7][CH2:6][CH2:5][CH2:4][CH2:3][CH2:2][CH3:1].[Ba+2:25].[CH2:9]([C:10]1[CH:11]=[CH:12][CH:13]=[CH:14][C:15]=1[O-:24])[CH2:8][CH2:7][CH2:6][CH2:5][CH2:4][CH2:3][CH2:2][CH3:1] |f:2.3,7.8.9|. Procedure: Nonylphenol 110 g (0.5 mole), toluene 80 g, octanol 20 g and barium oxide 115 g (0.75 mole) were stirred and treated with 13.5 g water. Reaction proceeded with exothermic heat, and was continued nder reflux for 1 hour. After cooling, the mixture was filtered and there was obtained a black-green liquid overbased barium nonylphenolate complex, which was analyzed to find barium: 28% metal ratio:6. Starting materials: CC1(COB(OC1)C1=CC=C(OCCN2CCOCC2)C=C1)C (4-{2-[4-(5,5-dimethyl-1,3,2-dioxaborinan-2-yl)phenoxy]ethyl}morpholine), BrC=1C=C2C(=CNC2=CC1Cl)C=O (5-bromo-6-chloro-1H-indole-3-carbaldehyde), C([O-])([O-])=O.[K+].[K+] (potassium carbonate), C1(=CC=CC=C1)C (toluene). The reagents and catalysts are C1=CC=C(C=C1)P([C-]2C=CC=C2)C3=CC=CC=C3.C1=CC=C(C=C1)P([C-]2C=CC=C2)C3=CC=CC=C3.Cl[Pd]Cl.[Fe+2] ([1,1′-bis(diphenylphosphino)ferrocene]dichloropalladium(II)). The solvent is C(C)(=O)OCC (ethyl acetate), C(C)O (ethanol). Run at temperature 110 celsius. Product: ClC1=C(C=C2C(=CNC2=C1)C=O)C1=CC=C(C=C1)OCCN1CCOCC1 (6-chloro-5-{4-[2-(morpholin-4-yl)ethoxy]phenyl}-1H-indole-3-carbaldehyde). Yield: 56.3%. RXN SMILES: CC1(C)COB([C:8]2[CH:22]=[CH:21][C:11]([O:12][CH2:13][CH2:14][N:15]3[CH2:20][CH2:19][O:18][CH2:17][CH2:16]3)=[CH:10][CH:9]=2)OC1.Br[C:25]1[CH:26]=[C:27]2[C:31](=[CH:32][C:33]=1[Cl:34])[NH:30][CH:29]=[C:28]2[CH:35]=[O:36].C(=O)([O-])[O-].[K+].[K+].C1(C)C=CC=CC=1>C(O)C.C1C=CC(P(C2C=CC=CC=2)[C-]2C=CC=C2)=CC=1.C1C=CC(P(C2C=CC=CC=2)[C-]2C=CC=C2)=CC=1.Cl[Pd]Cl.[Fe+2].C(OCC)(=O)C>[Cl:34][C:33]1[CH:32]=[C:31]2[C:27]([C:28]([CH:35]=[O:36])=[CH:29][NH:30]2)=[CH:26][C:25]=1[C:8]1[CH:9]=[CH:10][C:11]([O:12][CH2:13][CH2:14][N:15]2[CH2:16][CH2:17][O:18][CH2:19][CH2:20]2)=[CH:21][CH:22]=1 |f:2.3.4,7.8.9.10|. Procedure details: To a solution of 4-{2-[4-(5,5-dimethyl-1,3,2-dioxaborinan-2-yl)phenoxy]ethyl}morpholine (190 mg, 0.6 mmol) in ethanol (2.4 mL) were added 5-bromo-6-chloro-1H-indole-3-carbaldehyde (187 mg, 0.72 mmol), [1,1′-bis(diphenylphosphino)ferrocene]dichloropalladium(II) (45 mg, 0.06 mmol), 2M aqueous potassium carbonate (1.2 mL, 2.4 mmol) and toluene (7 mL). The mixture was degassed with nitrogen for 3 min and heated to 110° C. by microwave irradiation for 1 h. The mixture was concentrated in vacuo to giv... Reactants: COC(CCC1=C(C=C(C=C1)OC1=CC=C(C=C1)Br)C)=O (3-[4-(4-bromo-phenoxy)-2-methyl-phenyl]-propionic acid methyl ester), ClC1=CC(=C(C=C1)O)OC1=CC=CC=C1 (4-chloro-2-phenoxy-phenol). The product is ClC1=CC(=C(OC2=CC=C(OC3=CC(=C(C=C3)CCC(=O)O)C)C=C2)C=C1)OC1=CC=CC=C1 (3-{4-[4-(4-Chloro-2-phenoxy-phenoxy)-phenoxy]-2-methyl-phenyl}-propionic acid). Reaction SMILES: C[O:2][C:3](=[O:21])[CH2:4][CH2:5][C:6]1[CH:11]=[CH:10][C:9]([O:12][C:13]2[CH:18]=[CH:17][C:16](Br)=[CH:15][CH:14]=2)=[CH:8][C:7]=1[CH3:20].[Cl:22][C:23]1[CH:28]=[CH:27][C:26]([OH:29])=[C:25]([O:30][C:31]2[CH:36]=[CH:35][CH:34]=[CH:33][CH:32]=2)[CH:24]=1>>[Cl:22][C:23]1[CH:28]=[CH:27][C:26]([O:29][C:16]2[CH:17]=[CH:18][C:13]([O:12][C:9]3[CH:10]=[CH:11][C:6]([CH2:5][CH2:4][C:3]([OH:2])=[O:21])=[C:7]([CH3:20])[CH:8]=3)=[CH:14][CH:15]=2)=[C:25]([O:30][C:31]2[CH:36]=[CH:35][CH:34]=[CH:33][CH:32]=2)[CH:24]=1. Reported procedure: The title compound is prepared by reacting the compound of 3-[4-(4-bromo-phenoxy)-2-methyl-phenyl]-propionic acid methyl ester with 4-chloro-2-phenoxy-phenol as in Example 18 to afford 0.133 g (19%). 1H NMR (400 MHz, CDCl3); MS (ES−) m/z mass calculated for C28H23O5Cl 474, found 473 and 475 (M−1, and M+1, 100%). Reactants: CC(C=CC=CC(=O)O)(C(C1=CC=C(C=C1)OC)OC)C (6,6-Dimethyl-7-methoxy-7-(4-methoxyphenyl)-2,4-heptadienoic acid). The reagents and catalysts are [Pd] (Pd/C). The solvent is CO (MeOH). Reaction conditions: time 3 hour. Yields the product CC(CCCCC(=O)O)(C(C1=CC=C(C=C1)OC)OC)C (6,6-Dimethyl-7-methoxy-7-(4-methoxyphenyl)heptanoic acid). RXN SMILES: [CH3:1][C:2]([CH3:21])([CH:10]([O:19][CH3:20])[C:11]1[CH:16]=[CH:15][C:14]([O:17][CH3:18])=[CH:13][CH:12]=1)[CH:3]=[CH:4][CH:5]=[CH:6][C:7]([OH:9])=[O:8]>CO.[Pd]>[CH3:1][C:2]([CH3:21])([CH:10]([O:19][CH3:20])[C:11]1[CH:16]=[CH:15][C:14]([O:17][CH3:18])=[CH:13][CH:12]=1)[CH2:3][CH2:4][CH2:5][CH2:6][C:7]([OH:9])=[O:8]. Reported procedure: To a solution of carboxylic acid 25 (100 mg, 0.345 mmol) in MeOH (6 mL), at room temperature was added a solution of Pd/C 10% (50 mg, 1 mL in MeOH). The system was then purged with H2 several times to a final pressure of 50 psi. The reaction mixture was stirred for 3 h at room temperature, and then the solid was filtered through a Celite pad in a fritted glass funnel. The solvents were evaporated, and the crude material (100 mg, 99%) was pure enough for use in the next step: 1H NMR (300 MHz d6-a...